describe an organic reaction: reactants, conditions, products, and yield From a dataset of the Open Reaction Database (ORD), a public repository of structured organic reaction records. The reactants are O=C(O)C(=O)O, C, CCO, COc1ccc(CC(C)NCC(O)c2ccccc2OCc2ccccc2)cc1, [Pd]. The product is O=C(O)C(=O)O, COc1ccc(CC(C)NCC(O)c2ccccc2O)cc1. Reaction SMILES: [C:1]([C:2](=[O:3])[OH:4])(=[O:5])[OH:6].[C:36].[CH3:38][CH2:39][OH:40].[CH3:7][CH:8]([CH2:9][c:10]1[cH:11][cH:12][c:13]([O:16][CH3:17])[cH:14][cH:15]1)[NH:18][CH2:19][CH:20]([c:21]1[c:22]([O:27][CH2:28][c:29]2[cH:30][cH:31][cH:32][cH:33][cH:34]2)[cH:23][cH:24][cH:25][cH:26]1)[OH:35].[Pd:37]>>[C:1]([C:2](=[O:3])[OH:4])(=[O:5])[OH:6].[CH3:7][CH:8]([CH2:9][c:10]1[cH:11][cH:12][c:13]([O:16][CH3:17])[cH:14][cH:15]1)[NH:18][CH2:19][CH:20]([c:21]1[c:22]([OH:27])[cH:23][cH:24][cH:25][cH:26]1)[OH:35]. Reactants: Cl.C(C1=CC=CC=C1)NC1CC2=CC(=CC=C2CC1)OC(CCCC)C(=O)OCC (2-benzylamino-7-(ethoxycarbonylpentan-5-yloxy) tetralin hydrochloride). The reagents and catalysts are [Pd] (Pd/C). Run in C(C)O (ethanol). The product is Cl.NC1CC2=CC(=CC=C2CC1)OC(CCCC)C(=O)OCC (2-amino-7-(ethoxycarbonylpentan-5-yloxy)tetralin hydrochloride). The yield is 78.1%. RXN SMILES: [ClH:1].C([NH:9][CH:10]1[CH2:19][CH2:18][C:17]2[C:12](=[CH:13][C:14]([O:20][CH:21]([C:26]([O:28][CH2:29][CH3:30])=[O:27])[CH2:22][CH2:23][CH2:24][CH3:25])=[CH:15][CH:16]=2)[CH2:11]1)C1C=CC=CC=1>C(O)C.[Pd]>[ClH:1].[NH2:9][CH:10]1[CH2:19][CH2:18][C:17]2[C:12](=[CH:13][C:14]([O:20][CH:21]([C:26]([O:28][CH2:29][CH3:30])=[O:27])[CH2:22][CH2:23][CH2:24][CH3:25])=[CH:15][CH:16]=2)[CH2:11]1 |f:0.1,4.5|. Procedure: A solution of 2-benzylamino-7-(ethoxycarbonylpentan-5-yloxy) tetralin hydrochloride (8.9 g), prepared as described in Example 1, in 95% ethanol (150 ml) is hydrogenated at atmospheric pressure and 60° C. in the presence of 10% Pd/C (1 g) as the hydrogenation catalyst. After 3 hours the catalyst is filtered off, the filtrate is concentrated to dryness and the residue is twice taken up in absolute ethanol (100 ml) and concentrated to dryness. The obtained product is then triturated with acetone (1... Reactants: C1(=CC=CC=C1)P(=O)(C1=CC=CC=C1)N=[N+]=[N-] (Diphenylphosphoryl azide), C(C)(C)(C)OC(CCCC(=O)O)=O (glutaric acid mono-tert-butyl ester), N1=CC=CC=C1 (pyridine). Reaction conditions: temperature 90 celsius, time 40 minute. Yields the product C(C)(C)(C)OC(=O)CCCN=C=O (3-tert-butoxycarbonylpropyl isocyanate). As a reaction SMILES: C1(P(N=[N+]=[N-])(C2C=CC=CC=2)=[O:8])C=CC=CC=1.[C:18]([O:22][C:23](=[O:30])[CH2:24][CH2:25][CH2:26]C(O)=O)([CH3:21])([CH3:20])[CH3:19].[N:31]1[CH:36]=CC=CC=1>>[C:18]([O:22][C:23]([CH2:24][CH2:25][CH2:26][N:31]=[C:36]=[O:8])=[O:30])([CH3:19])([CH3:20])[CH3:21]. Procedure: Diphenylphosphoryl azide (12.25 g.) was added dropwise to a solution of glutaric acid mono-tert-butyl ester (8.38 g.) in dry pyridine (37 ml.) and stirred at 90° C. for 40 minutes to give 3-tert-butoxycarbonylpropyl isocyanate (I.R.: 2270 cm-1).